Dataset: the Open Reaction Database (ORD), a public repository of structured organic reaction records. Task: describe an organic reaction: reactants, conditions, products, and yield Reactants: O=C(O)C(O)C1CCCC1, Cl, CC(N)C(=O)C1(N)C(=O)N(CC2CC2)c2ccccc2N(CC2CC2)C1=O. The product is CC(NC(=O)C(O)C1CCCC1)C(=O)C1(N)C(=O)N(CC2CC2)c2ccccc2N(CC2CC2)C1=O. As a reaction SMILES: [CH:1]1([CH:6]([C:7](=[O:8])[OH:9])[OH:10])[CH2:2][CH2:3][CH2:4][CH2:5]1.[ClH:11].[NH2:12][CH:13]([CH3:14])[C:15](=[O:16])[C:17]1([NH2:38])[C:18](=[O:37])[N:19]([CH2:33][CH:34]2[CH2:35][CH2:36]2)[c:20]2[c:21]([cH:29][cH:30][cH:31][cH:32]2)[N:22]([CH2:25][CH:26]2[CH2:27][CH2:28]2)[C:23]1=[O:24]>>[CH:1]1([CH:6]([C:7](=[O:9])[NH:12][CH:13]([CH3:14])[C:15](=[O:16])[C:17]2([NH2:38])[C:18](=[O:37])[N:19]([CH2:33][CH:34]3[CH2:35][CH2:36]3)[c:20]3[c:21]([cH:29][cH:30][cH:31][cH:32]3)[N:22]([CH2:25][CH:26]3[CH2:27][CH2:28]3)[C:23]2=[O:24])[OH:10])[CH2:2][CH2:3][CH2:4][CH2:5]1. Reactants: C(NC(=O)N)(=O)OCCCC (butyl allophanate). Run in C(CCC)O (butanol). Run at temperature 5 celsius. Yields the product C(OCCCC)(OCCCC)=O (dibutyl carbonate). As a reaction SMILES: [C:1]([O:7][CH2:8][CH2:9][CH2:10][CH3:11])(=[O:6])NC(N)=O>C(O)CCC>[C:1](=[O:6])([O:7][CH2:8][CH2:9][CH2:10][CH3:11])[O:7][CH2:8][CH2:9][CH2:10][CH3:11]. Procedure details: The operation was performed for 80 hours in the same apparatuses and procedure as in Example 1 except that butyl allophanate was cooled to 5° C. to deposit in a settling vessel equipped in a lower portion of condenser of distillation column 18 and only butanol was returned to reactor 1 via conduit pipe 22. But, in order to remove butyl allophanate, procedures to withdraw butyl allophanate from the settling vessel every one hour and filter out it from butanol became necessary. The feed rate of ur... The reactants are compound, NCCOCCN1C(=NC=2C(=NC=3C=CC=CC3C21)N)C (1-[2-(2-aminoethoxy)ethyl]-2-methyl-1H-imidazo[4,5-c]quinolin-4-amine), C(C)(C)S(=O)(=O)Cl (isopropylsulfonyl chloride). Run in N1=CC=CC=C1 (pyridine). Run at time 18 hour. Yields the product NC1=NC=2C=CC=CC2C2=C1N=C(N2CCOCCNS(=O)(=O)C(C)C)C (N-{2-[2-(4-amino-2-methyl-1H-imidazo[4,5-c]quinolin-1-yl)ethoxy]ethyl}propane-2-sulfonamide). The yield is 22.9%. RXN SMILES: [NH2:1][CH2:2][CH2:3][O:4][CH2:5][CH2:6][N:7]1[C:19]2[C:18]3[CH:17]=[CH:16][CH:15]=[CH:14][C:13]=3[N:12]=[C:11]([NH2:20])[C:10]=2[N:9]=[C:8]1[CH3:21].[CH:22]([S:25](Cl)(=[O:27])=[O:26])([CH3:24])[CH3:23]>N1C=CC=CC=1>[NH2:20][C:11]1[C:10]2[N:9]=[C:8]([CH3:21])[N:7]([CH2:6][CH2:5][O:4][CH2:3][CH2:2][NH:1][S:25]([CH:22]([CH3:24])[CH3:23])(=[O:27])=[O:26])[C:19]=2[C:18]2[CH:17]=[CH:16][CH:15]=[CH:14][C:13]=2[N:12]=1. Procedure: A solution of the compound of Example 51, 1-[2-(2-aminoethoxy)ethyl]-2-methyl-1H-imidazo[4,5-c]quinolin-4-amine (1.00 g, 3.50 mmol) in 30 mL of pyridine was chilled in an ice water bath. The stirred solution was treated dropwise with isopropylsulfonyl chloride (0.39 mL, 3.50 mmol) and the reaction was allowed to gradually warm to room temperature. After 18 h, the reaction was concentrated. The crude product was purified by column chromatography (SiO2, 90:10:0.5 CHCl3:MeOH:NH4OH) and then tritura... The reactants are C1(C=2C(C(N1CC(=O)O)=O)=CC=CC2)=O (phthalimidoacetic acid), C(CC)(N)=NO (propionamidoxime), C(=O)(N1C=NC=C1)N1C=NC=C1 (carbonyldiimidazole). Solvent: C1CCOC1 (THF), C1CCOC1 (THF), C1CCOC1 (THF). Run at time 1 hour. Product: C(C)C1=NOC(=N1)CN1C(C=2C(C1=O)=CC=CC2)=O (3-Ethyl-5-(phthalimidomethyl)-1,2,4-oxadiazole). As a reaction SMILES: C(N1C=CN=C1)(N1C=CN=C1)=O.[C:13]1(=[O:27])[N:17]([CH2:18][C:19]([OH:21])=O)[C:16](=[O:22])[C:15]2=[CH:23][CH:24]=[CH:25][CH:26]=[C:14]12.[C:28](=[N:32]O)([NH2:31])[CH2:29][CH3:30]>C1COCC1>[CH2:29]([C:28]1[N:32]=[C:19]([CH2:18][N:17]2[C:13](=[O:27])[C:14]3=[CH:26][CH:25]=[CH:24][CH:23]=[C:15]3[C:16]2=[O:22])[O:21][N:31]=1)[CH3:30]. Reported procedure: At 40° C., a suspension of 26.0 g of carbonyldiimidazole in 250 ml of THF is added to a solution of 65.7 g of phthalimidoacetic acid in 500 ml of THF (absolute). After about one hour, no release of gas can be observed any longer. At this point in time, a solution of 28.2 g of propionamidoxime in 50 ml of THF-- is added, and the mixture is stirred at room temperature for 24 hours. After the precipitate has been filtered off, the filtrate is concentrated under vacuum and, after addition of 500 ml ... The solvent is C(Cl)Cl (methylene chloride). Isolated yield 99.4%. Product: BrC=1C=C2C(=CC1)N(CC21CNCC1)C(=O)NC=1SC(=CN1)Cl (5-bromo-N-(5-chlorothiazol-2-yl)spiro[indoline-3,3′-pyrrolidine]-1-carboxamide). As a reaction SMILES: [Br:1][C:2]1[CH:3]=[C:4]2[C:10]3([CH2:14][CH2:13][N:12](C(OC(C)(C)C)=O)[CH2:11]3)[CH2:9][N:8]([C:22](=[O:30])[NH:23][C:24]3[S:25][C:26]([Cl:29])=[CH:27][N:28]=3)[C:5]2=[CH:6][CH:7]=1.FC(F)(F)C(O)=O.C(=O)([O-])O.[Na+]>C(Cl)Cl>[Br:1][C:2]1[CH:3]=[C:4]2[C:10]3([CH2:14][CH2:13][NH:12][CH2:11]3)[CH2:9][N:8]([C:22]([NH:23][C:24]3[S:25][C:26]([Cl:29])=[CH:27][N:28]=3)=[O:30])[C:5]2=[CH:6][CH:7]=1 |f:2.3|. Run at time 1 hour. Starting materials: FC(C(=O)O)(F)F (trifluoroacetic acid), BrC=1C=C2C(=CC1)N(CC21CN(CC1)C(=O)OC(C)(C)C)C(NC=1SC(=CN1)Cl)=O (t-butyl 5-bromo-1-((5-chlorothiazol-2-yl)carbamoyl)spiro[indoline-3,3′-pyrrolidine]-1′-carboxylate), C(O)([O-])=O.[Na+] (sodium hydrogen carbonate). Reported procedure: The t-butyl 5-bromo-1-((5-chlorothiazol-2-yl)carbamoyl)spiro[indoline-3,3′-pyrrolidine]-1′-carboxylate (54.2 mg, 0.105 mmol) obtained in Example 1 was dissolved in methylene chloride (0.5 mL). Thereafter, trifluoroacetic acid (0.5 mL) was added to the above obtained solution at room temperature, and the obtained mixture was then stirred for 1 hour. The reaction solution was neutralized with a saturated aqueous solution of sodium hydrogen carbonate, and a solid was then collected by filtration, f... The reactants are CN(N=C1C(CCCC1)CC1=CC=C(C#N)C=C1)C (4-[[2-(dimethylhydrazono)cyclohexyl]methyl]-benzonitrile), CI (methyl iodide). Yields the product [I-].C(#N)C1=CC=C(C=C1)CC1C(CCCC1)=N[N+](C)(C)C (2-[2-[(4-cyanophenyl)methyl]-cyclohexylidene]-1,1,1-trimethyl-hydrazinium iodide), solid. RXN SMILES: [CH3:1][N:2]([CH3:19])[N:3]=[C:4]1[CH2:9][CH2:8][CH2:7][CH2:6][CH:5]1[CH2:10][C:11]1[CH:18]=[CH:17][C:14]([C:15]#[N:16])=[CH:13][CH:12]=1.[CH3:20][I:21]>>[I-:21].[C:15]([C:14]1[CH:13]=[CH:12][C:11]([CH2:10][CH:5]2[CH2:6][CH2:7][CH2:8][CH2:9][C:4]2=[N:3][N+:2]([CH3:20])([CH3:1])[CH3:19])=[CH:18][CH:17]=1)#[N:16] |f:2.3|. Procedure: 4-[[2-(dimethylhydrazono)cyclohexyl]methyl]-benzonitrile (6.1 g) (0.024 mol) and methyl iodide (35 ml) were stirred overnight at RT. The precipitate was filtered, washed twice with ethyl ether, then with EtOH, and finally with pentane. After drying, 2-[2-[(4-cyanophenyl)methyl]-cyclohexylidene]-1,1,1-trimethyl-hydrazinium iodide was obtained as a white solid (7.8 g, mp=175° C.). 1H NMR (CDCl3): 7.55 (2H, d), 7.25 (2H, d), 3.7 (9H, s), 3.3 (1H, m), 3.15 (1H, dd), 2.8-2.5 (3H, m), 2.2-1.4 (6H, m). The reactants are CCC(CCC(F)(F)C(F)(F)F)(C(=O)O)S(=O)(=O)CCC(F)(F)F, CN(C)C=O, ClCCl, O=C(Cl)C(=O)Cl. Product: CCC(CCC(F)(F)C(F)(F)F)(C(N)=O)S(=O)(=O)CCC(F)(F)F. RXN SMILES: [CH2:1]([CH3:2])[C:3]([C:4](=[O:5])[OH:6])([CH2:7][CH2:8][C:9]([C:10]([F:11])([F:12])[F:13])([F:14])[F:15])[S:16](=[O:17])(=[O:18])[CH2:19][CH2:20][C:21]([F:22])([F:23])[F:24].[CH3:34][N:35]([CH3:36])[CH:37]=[O:38].[Cl:25][CH2:26][Cl:27].[Cl:28][C:29]([C:30]([Cl:31])=[O:32])=[O:33]>>[CH2:1]([CH3:2])[C:3]([C:4](=[O:5])[NH2:35])([CH2:7][CH2:8][C:9]([C:10]([F:11])([F:12])[F:13])([F:14])[F:15])[S:16](=[O:17])(=[O:18])[CH2:19][CH2:20][C:21]([F:22])([F:23])[F:24].